From a dataset of the Open Reaction Database (ORD), a public repository of structured organic reaction records. describe an organic reaction: reactants, conditions, products, and yield The reactants are FC1=CC=C(CP(OC)(OC)=O)C=C1 (4-Fluorobenzylphosphonic acid, dimethyl ester), ClC1=CC=C(C2=CC=CC=C12)CBr (4-chloro-1-bromomethylnaphthalene), COP(OC)OC (trimethylphosphite). The product is ClC1=CC=C(C2=CC=CC=C12)CP(OC)(OC)=O ((4-Chloro-1-napthaleneylmethyl)phosphonic acid, dimethyl ester). As a reaction SMILES: FC1C=CC(C[P:7](=[O:12])([O:10][CH3:11])[O:8][CH3:9])=CC=1.[Cl:15][C:16]1[C:25]2[C:20](=[CH:21][CH:22]=[CH:23][CH:24]=2)[C:19]([CH2:26]Br)=[CH:18][CH:17]=1.COP(OC)OC>>[Cl:15][C:16]1[C:25]2[C:20](=[CH:21][CH:22]=[CH:23][CH:24]=2)[C:19]([CH2:26][P:7](=[O:12])([O:10][CH3:11])[O:8][CH3:9])=[CH:18][CH:17]=1. Procedure details: Following the procedure of Compound 11, 4-chloro-1-bromomethylnaphthalene is reacted with trimethylphosphite. Starting materials: CNC1=CC=2C3=C(C(NC2C=C1)=O)NC=C3.Cl.C(C)C(=O)O (8-methylamino-4-oxo-4,5-dihydro-3H-pyrrolo[2,3-c]quinoline 1-ethyl carboxylate hydrochloride), NC1=CC=2C3=C(C(NC2C=C1)=O)NC=C3.C(C)C(=O)[O-] (8-amino-4-oxo-4,5-dihydro-3H-pyrrolo[2,3-c]quinoline 1-ethyl carboxylate), CS(=O)(=O)Cl (methanesulfonyl chloride). The product is CS(=O)(=O)N(C1=CC=2C3=C(C(NC2C=C1)=O)NC=C3)C.C(C)C(=O)[O-] (8-(methanesulfonyl-methyl-amino)-4-oxo-4,5-dihydro-3H-pyrrolo[2,3-c]quinoline 1-ethyl carboxylate). Yield: 21.9%. RXN SMILES: [CH3:1][NH:2][C:3]1[CH:12]=[CH:11][C:10]2[NH:9][C:8](=[O:13])[C:7]3[NH:14][CH:15]=[CH:16][C:6]=3[C:5]=2[CH:4]=1.Cl.[CH2:18]([C:20]([OH:22])=[O:21])[CH3:19].NC1C=CC2NC(=O)C3NC=CC=3C=2C=1.C(C([O-])=O)C.[CH3:43][S:44](Cl)(=[O:46])=[O:45]>>[CH3:43][S:44]([N:2]([CH3:1])[C:3]1[CH:12]=[CH:11][C:10]2[NH:9][C:8](=[O:13])[C:7]3[NH:14][CH:15]=[CH:16][C:6]=3[C:5]=2[CH:4]=1)(=[O:46])=[O:45].[CH2:18]([C:20]([O-:22])=[O:21])[CH3:19] |f:0.1.2,3.4,6.7|. Reported procedure: This compound is prepared according to synthesis 58, from 130 mg of 8-methylamino-4-oxo-4,5-dihydro-3H-pyrrolo[2,3-c]quinoline-1-ethyl carboxylate hydrochloride (synthesis 63) contaminated with 30% of 8-amino-4-oxo-4,5-dihydro-3H-pyrrolo[2,3-c]quinoline-1-ethyl carboxylate to which 33 μL (0.42 mmol) of methanesulfonyl chloride is added. After purification by chromatography on silica (eluent dichloromethane/methanol/acetonitrile 94/3/3), 32 mg (31%) of 8-(methanesulfonyl-methyl-amino)-4-oxo-4,5-d... Product: NC1=NC2=NC(=CC=C2C=C1)C1=CC=C(C=C1)F (2-Amino-7-(4-fluorophenyl)-1,8-naphthyridine). Reaction SMILES: [Na].[CH3:2][C:3]([C:5]1[CH:10]=[CH:9][C:8]([F:11])=[CH:7][CH:6]=1)=O.[CH:12](OCC)=O.[NH2:17][C:18]1[CH:23]=[CH:22][CH:21]=[C:20]([NH2:24])[N:19]=1.[OH-].[Na+]>>[NH2:17][C:18]1[CH:23]=[CH:22][C:21]2[C:20](=[N:24][C:3]([C:5]3[CH:10]=[CH:9][C:8]([F:11])=[CH:7][CH:6]=3)=[CH:2][CH:12]=2)[N:19]=1 |f:4.5,^1:0|. Isolated yield 74.5%. The reactants are [Na] (sodium), NC1=NC(=CC=C1)N (2,6-diaminopyridine), [OH-].[Na+] (sodium hydroxide), CC(=O)C1=CC=C(C=C1)F (4-fluoroacetophenone), C(=O)OCC (ethyl formate). Procedure details: The procedure is analogous to that described in Example 11 below, but starting with sodium (2.3 g), 4-fluoroacetophenone (13.8 g) and ethyl formate (11 g). The solid obtained (17.8 g) is then added to 2,6-diaminopyridine (11 g). The product obtained after hydrolysis and neutralization with sodium hydroxide is separated by filtration, washed with distilled water (6×100 cc) and air-dried. 2-Amino-7-(4-fluorophenyl)-1,8-naphthyridine (17.8 g), m.p. 175° C., is thus obtained. Starting materials: [BH4-], Brc1ccc(Oc2ccccc2)nc1, [Li]CCCC, CN(C)C=O, CO, CCOCC, [Na+], O. The product is OCc1ccc(Oc2ccccc2)nc1. Reaction SMILES: [BH4-:25].[Br:1][c:2]1[cH:3][cH:4][c:5]([O:8][c:9]2[cH:10][cH:11][cH:12][cH:13][cH:14]2)[n:6][cH:7]1.[CH2:15]([Li:16])[CH2:17][CH2:18][CH3:19].[CH3:20][N:21]([CH:22]=[O:23])[CH3:24].[CH3:28][OH:29].[CH3:30][CH2:31][O:32][CH2:33][CH3:34].[Na+:26].[OH2:27]>>[c:2]1([CH2:22][OH:23])[cH:3][cH:4][c:5]([O:8][c:9]2[cH:10][cH:11][cH:12][cH:13][cH:14]2)[n:6][cH:7]1. Starting materials: NCCC1=CC=C(C=C1)N (4-(2-amino-ethyl)-phenylamine), NCCC1=CC=C(C=C1)N (4-(2-amino-ethyl)-phenylamine), ClC=1C2=C(N=CN1)C=CS2 (4-chloro-thieno[3,2-d]pyrimidine), CCN(C(C)C)C(C)C (DIEA). The solvent is C(CCC)O (n-butanol). The product is NC1=CC=C(C=C1)CCNC=1C2=C(N=CN1)C=CS2 ([2-(4-amino-phenyl)-ethyl]-thieno[3,2-d]pyrimidin-4-yl-amine). RXN SMILES: [NH2:1][CH2:2][CH2:3][C:4]1[CH:9]=[CH:8][C:7]([NH2:10])=[CH:6][CH:5]=1.Cl[C:12]1[C:13]2[S:20][CH:19]=[CH:18][C:14]=2[N:15]=[CH:16][N:17]=1.CCN(C(C)C)C(C)C>C(O)CCC>[NH2:10][C:7]1[CH:8]=[CH:9][C:4]([CH2:3][CH2:2][NH:1][C:12]2[C:13]3[S:20][CH:19]=[CH:18][C:14]=3[N:15]=[CH:16][N:17]=2)=[CH:5][CH:6]=1. Procedure: A solution of 4-(2-amino-ethyl)-phenylamine (compound 12.1; 0.1 mmol.), compound 6.2 (1.0 equivalent) and DIEA (2.5 equivalents) was heated in n-butanol (2 mL) at 135° C. for 2 hours. The reaction mixture was cooled and partitioned between dichloromethane and water. The organic layer was separated, washed with brine, dried and concentrated under reduced pressure to give crude [2-(4-amino-phenyl)-ethyl]-thieno[3,2-d]pyrimidin-4-yl-amine (compound 12.2) which was used without purification for the ...